From a dataset of the Open Reaction Database (ORD), a public repository of structured organic reaction records. describe an organic reaction: reactants, conditions, products, and yield The reactants are C(C)(C)(C)OC(NCCCC#CC1=CN(C=2N=C(N=C(C21)Cl)N)CC2=NC=C(C(=C2C)OC)C)=O ({5-[2-amino-4-chloro-7-(4-methoxy-3,5-dimethyl-pyridin-2-ylmethy)-7H-pyrrolo [2,3-d]pyrimidin-5-yl]-pent-4-ynyl}-carbamic acid tert-butyl ester), C(=O)(C(F)(F)F)O (TFA). The solvent is C(Cl)Cl (DCM). Product: NCCCC#CC1=CN(C=2N=C(N=C(C21)Cl)N)CC2=NC=C(C(=C2C)OC)C (5-(5-Amino-pent-1-ynyl)-4-chloro-7-(4-methoxy-3,5-dimethyl-pyridin-2-ylmethyl)-7H-pyrrolo [2,3-d]pyrimidin-2-ylamine). RXN SMILES: C(OC(=O)[NH:7][CH2:8][CH2:9][CH2:10][C:11]#[C:12][C:13]1[C:21]2[C:20]([Cl:22])=[N:19][C:18]([NH2:23])=[N:17][C:16]=2[N:15]([CH2:24][C:25]2[C:30]([CH3:31])=[C:29]([O:32][CH3:33])[C:28]([CH3:34])=[CH:27][N:26]=2)[CH:14]=1)(C)(C)C.C(O)(C(F)(F)F)=O>C(Cl)Cl>[NH2:7][CH2:8][CH2:9][CH2:10][C:11]#[C:12][C:13]1[C:21]2[C:20]([Cl:22])=[N:19][C:18]([NH2:23])=[N:17][C:16]=2[N:15]([CH2:24][C:25]2[C:30]([CH3:31])=[C:29]([O:32][CH3:33])[C:28]([CH3:34])=[CH:27][N:26]=2)[CH:14]=1. Procedure: A solution of {5-[2-amino-4-chloro-7-(4-methoxy-3,5-dimethyl-pyridin-2-ylmethy)-7H-pyrrolo [2,3-d]pyrimidin-5-yl]-pent-4-ynyl}-carbamic acid tert-butyl ester (see previous example, 33 mg) in DCM (1.0 mL) was treated with TFA (0.2 mL) at rt for 10 min. The reaction mixture was concentrated, taken in water (1.5 mL), washed with EtOAc (1.5 mL), made alkaline with sat. aq. NH4OH (0.5 mL), and back-extracted into EtOAc (25 mL). Washing (NH4OH 1M), drying (Na2SO4) and concentration afforded the title ... Starting materials: ClC=1C=C(C(=O)O)C=C(N1)C(=C)C (2-chloro-6-isopropenylisonicotinic acid), [N+](=[N-])=C[Si](C)(C)C ((diazomethyl)(trimethyl)silane). Solvent: ClCCl (dichloromethane), CO (methanol). Yields the product ClC=1C=C(C(=O)OC)C=C(N1)C(=C)C (Methyl 2-chloro-6-isopropenylisonicotinate). As a reaction SMILES: [Cl:1][C:2]1[CH:3]=[C:4]([CH:8]=[C:9]([C:11]([CH3:13])=[CH2:12])[N:10]=1)[C:5]([OH:7])=[O:6].[N+](=[CH:16][Si](C)(C)C)=[N-]>ClCCl.CO>[Cl:1][C:2]1[CH:3]=[C:4]([CH:8]=[C:9]([C:11]([CH3:13])=[CH2:12])[N:10]=1)[C:5]([O:7][CH3:16])=[O:6]. Procedure details: To a solution of 2-chloro-6-isopropenylisonicotinic acid (0.25 g, 1.27 mmol) in dichloromethane (4.7 mL) and methanol (1.6 mL) was added (diazomethyl)(trimethyl)silane (0.63 mL, 1.27 mmol). After the addition, the mixture was concentrated and carried onto the next step. MS 212.0 (M+1). The reactants are C(C)C1=NC2=CC(=CC=C2C(N1C1=C(C=CC=C1)OCC)=O)[N+](=O)[O-] (2-ethyl-7-nitro-3-(2-ethoxyphenyl)quinazolin-4(3H)-one), BrN1C(CCC1=O)=O (N-bromosuccinimide), CN1CCNCCC1 (N-methylhomopiperazine). The reagents and catalysts are [Pd].[C] (Pd carbon). Solvent: C(Cl)(Cl)(Cl)Cl (carbon tetrachloride), O1CCCC1 (THF). Product: C(C)OC1=C(C=CC=C1)N1C(=NC2=CC=CC=C2C1=O)CN1CCN(CCC1)C (3-(2-Ethoxyphenyl)-2-[(hexahydro-4-methyl-1H-1,4-diazepin-1-yl)methyl]quinazolin-4(3H)-one). As a reaction SMILES: [CH2:1]([C:3]1[N:12]([C:13]2[CH:18]=[CH:17][CH:16]=[CH:15][C:14]=2[O:19][CH2:20][CH3:21])[C:11](=[O:22])[C:10]2[C:5](=[CH:6][C:7]([N+]([O-])=O)=[CH:8][CH:9]=2)[N:4]=1)C.BrN1C(=O)CCC1=O.[CH3:34][N:35]1[CH2:41][CH2:40][CH2:39][NH:38][CH2:37][CH2:36]1>C(Cl)(Cl)(Cl)Cl.O1CCCC1.[Pd].[C]>[CH2:20]([O:19][C:14]1[CH:15]=[CH:16][CH:17]=[CH:18][C:13]=1[N:12]1[C:11](=[O:22])[C:10]2[C:5](=[CH:6][CH:7]=[CH:8][CH:9]=2)[N:4]=[C:3]1[CH2:1][N:38]1[CH2:39][CH2:40][CH2:41][N:35]([CH3:34])[CH2:36][CH2:37]1)[CH3:21] |f:5.6|. Procedure details: Briefly, 2-amino-4-nitrobenzoic acid was acylated with propionyl chloride in triethylamine (TEA) and tetrahydrofuran (THF). The acylated compound was refluxed with 2-ethoxyaniline in phosphorus oxychloride (POCl3) and toluene to produce 2-ethyl-7-nitro-3-(2-ethoxyphenyl)quinazolin-4(3H)-one. The 2-ethyl-7-nitro-3-(2-ethoxyphenyl)quinazolin-4(3H)-one was brominated with N-bromosuccinimide (NBS) in carbon tetrachloride, the product of which was subsequently reacted with N-methylhomopiperazine in T... The reactants are C(C)OC(=O)N1C=C2N=C3C=CC=C(C3=C2C(=C1)C)O (5-hydroxy-4-methyl-β-carboline-2-carboxylic acid ethyl ester), CN(C=O)C (dimethylformamide), BrC1=NC=C(C=C1)Cl (2-bromo-5-chloropyridine), CCO (EtOH). Product: C(C)OC(=O)C=1N=CC=2NC3=CC=CC(=C3C2C1C)OC1=NC=C(C=C1)Cl (5-(5-Chloro-2-pyridyloxy)-4-methyl-β-carboline-3-carboxylic Acid Ethyl Ester). RXN SMILES: C(OC([N:6]1[CH:18]=[C:17]([CH3:19])[C:16]2[C:8]([N:9]=[C:10]3[C:15]=2[C:14]([OH:20])=[CH:13][CH:12]=[CH:11]3)=[CH:7]1)=O)C.Br[C:22]1[CH:27]=[CH:26][C:25]([Cl:28])=[CH:24][N:23]=1.[CH3:29][CH2:30][OH:31].CN(C)[CH:34]=[O:35]>>[CH2:30]([O:31][C:34]([C:18]1[N:6]=[CH:7][C:8]2[NH:9][C:10]3[C:15]([C:16]=2[C:17]=1[CH3:19])=[C:14]([O:20][C:22]1[CH:27]=[CH:26][C:25]([Cl:28])=[CH:24][N:23]=1)[CH:13]=[CH:12][CH:11]=3)=[O:35])[CH3:29]. Reported procedure: Analogously to Example 8 from 5-hydroxy-4-methyl-β-carboline-2-carboxylic acid ethyl ester and 2-bromo-5-chloropyridine in dimethylformamide, mp 194°-196° C. (EtOH).